This data is from the Open Reaction Database (ORD), a public repository of structured organic reaction records. The task is: describe an organic reaction: reactants, conditions, products, and yield The reactants are CC1C(O[Si](C)(C)C(C)(C)C)C(C)(C)C(=O)N1c1ccc(C#N)c(C(F)(F)F)c1, C1CCOC1, O. Product: CC1C(O)C(C)(C)C(=O)N1c1ccc(C#N)c(C(F)(F)F)c1. Reaction SMILES: [C:1]([Si:2]([CH3:3])([CH3:4])[O:6][CH:7]1[C:8]([CH3:26])([CH3:27])[C:9](=[O:25])[N:10]([c:13]2[cH:14][c:15]([C:21]([F:22])([F:23])[F:24])[c:16]([C:17]#[N:18])[cH:19][cH:20]2)[CH:11]1[CH3:12])([CH3:5])([CH3:28])[CH3:29].[CH2:31]1[O:32][CH2:33][CH2:34][CH2:35]1.[OH2:30]>>[OH:6][CH:7]1[C:8]([CH3:26])([CH3:27])[C:9](=[O:25])[N:10]([c:13]2[cH:14][c:15]([C:21]([F:22])([F:23])[F:24])[c:16]([C:17]#[N:18])[cH:19][cH:20]2)[CH:11]1[CH3:12]. Starting materials: NC1=C(C=C(C=C1)CC(=O)N)NC (2-(4-amino-3-methylamino-phenyl)acetamide), C(CCl)Cl (EDC), NC=1SC2=C(N1)C=CC(=C2)OC(F)(F)F (2-amino-6-(trifluoromethoxy)-benzothiazole), C(=S)(N1C=NC=C1)N1C=NC=C1 (1,1′-thiocarbonyldiimidazole). Solvent: CN(C)C=O (DMF). The product is CN1C(=NC2=C1C=C(C=C2)CC(=O)N)NC=2SC1=C(N2)C=CC(=C1)OC(F)(F)F (2-[3-Methyl-2-(6-trifluoromethoxy-benzothiazol-2-ylamino)-3H-benzoimidazol-5-yl]-acetamide). Yield: 22.2%. As a reaction SMILES: [NH2:1][C:2]1[CH:7]=[CH:6][C:5]([CH2:8][C:9]([NH2:11])=[O:10])=[CH:4][C:3]=1[NH:12][CH3:13].[NH2:14][C:15]1[S:16][C:17]2[CH:23]=[C:22]([O:24][C:25]([F:28])([F:27])[F:26])[CH:21]=[CH:20][C:18]=2[N:19]=1.[C:29](N1C=CN=C1)(N1C=CN=C1)=S.C(Cl)CCl>CN(C=O)C>[CH3:13][N:12]1[C:3]2[CH:4]=[C:5]([CH2:8][C:9]([NH2:11])=[O:10])[CH:6]=[CH:7][C:2]=2[N:1]=[C:29]1[NH:14][C:15]1[S:16][C:17]2[CH:23]=[C:22]([O:24][C:25]([F:28])([F:26])[F:27])[CH:21]=[CH:20][C:18]=2[N:19]=1. Procedure: 2-[3-Methyl-2-(6-trifluoromethoxy-benzothiazol-2-ylamino)-3H-benzoimidazol-5-yl]-acetamide (240 mg) was prepared by following General Procedure D beginning with 2-(4-amino-3-methylamino-phenyl)acetamide (554 mg), 2-amino-6-(trifluoromethoxy)-benzothiazole (600.0 mg), 1,1′-thiocarbonyldiimidazole (600.0 mg), and EDC (600.0 mg) in DMF (6.0 ml). LCMS: m/z 423. The reactants are COc1ccc(Br)cc1CNC(=O)OC(C)(C)C, C=O, CN(C)C=O, CCOC(C)=O, O=C[O-], [Na+], Cl[Pd]Cl, c1ccc(P(c2ccccc2)c2ccccc2)cc1, c1ccc(P(c2ccccc2)c2ccccc2)cc1, c1ccc(P(c2ccccc2)c2ccccc2)cc1. The product is COc1ccc(C=O)cc1CNC(=O)OC(C)(C)C. RXN SMILES: [Br:1][c:2]1[cH:3][cH:4][c:5]([O:17][CH3:18])[c:6]([CH2:7][NH:8][C:9]([O:10][C:11]([CH3:12])([CH3:13])[CH3:14])=[O:15])[cH:16]1.[C:47]=[O:48].[CH3:42][N:43]([CH3:44])[CH:45]=[O:46].[CH3:49][CH2:50][O:51][C:52](=[O:53])[CH3:54].[CH:19](=[O:20])[O-:21].[Na+:22].[Pd:55]([Cl:56])[Cl:57].[c:23]1([P:24]([c:25]2[cH:26][cH:27][cH:28][cH:29][cH:30]2)[c:31]2[cH:32][cH:33][cH:34][cH:35][cH:36]2)[cH:37][cH:38][cH:39][cH:40][cH:41]1.[c:58]1([P:59]([c:60]2[cH:61][cH:62][cH:63][cH:64][cH:65]2)[c:66]2[cH:67][cH:68][cH:69][cH:70][cH:71]2)[cH:72][cH:73][cH:74][cH:75][cH:76]1.[c:77]1([P:78]([c:79]2[cH:80][cH:81][cH:82][cH:83][cH:84]2)[c:85]2[cH:86][cH:87][cH:88][cH:89][cH:90]2)[cH:91][cH:92][cH:93][cH:94][cH:95]1>>[c:2]1([CH:19]=[O:20])[cH:3][cH:4][c:5]([O:17][CH3:18])[c:6]([CH2:7][NH:8][C:9]([O:10][C:11]([CH3:12])([CH3:13])[CH3:14])=[O:15])[cH:16]1. The reactants are CC(=O)C1=CC(=CC(=C1)Cl)F (3-chloro-5-fluoro acetophenone), [Se](=O)=O (selenium dioxide). Product: ClC=1C=C(C=C(C1)F)C(C=O)=O ((3-Chloro-5-fluorophenyl)(oxo)acetaldehyde). Yield: 83.0%. Reaction SMILES: [CH3:1][C:2]([C:4]1[CH:9]=[C:8]([Cl:10])[CH:7]=[C:6]([F:11])[CH:5]=1)=[O:3].[Se](=O)=[O:13]>>[Cl:10][C:8]1[CH:9]=[C:4]([C:2](=[O:3])[CH:1]=[O:13])[CH:5]=[C:6]([F:11])[CH:7]=1. Procedure: (3-Chloro-5-fluorophenyl)(oxo)acetaldehyde (27 g, 84%) was prepared from 3-chloro-5-fluoro acetophenone (30.0 g, 174.4 mmol) and selenium dioxide (21.28 g, 191.8 mmol) according to the typical procedure used for Preparation 1. The reactants are Klinosorb-4, CN1CCC(CC1)=O (1-methyl-4-piperidone), C(C)NCC (diethylamine). The solvent is C(C)OCC (diethyl ether). Reaction conditions: time 4 day. Product: CN1CC=C(CC1)N(CC)CC (1-methyl-4-diethylamino-1,2,5,6-tetrahydropyridine). The yield is 59.9%. RXN SMILES: [CH3:1][N:2]1[CH2:7][CH2:6][C:5](=O)[CH2:4][CH2:3]1.[CH2:9]([NH:11][CH2:12][CH3:13])[CH3:10]>C(OCC)C>[CH3:1][N:2]1[CH2:7][CH2:6][C:5]([N:11]([CH2:12][CH3:13])[CH2:9][CH3:10])=[CH:4][CH2:3]1. Procedure details: The starting substance is prepared as follows: To 1000 g of Klinosorb-4 molecular sieve 1000 ml of dry diethyl ether, 226 g of 1-methyl-4-piperidone and 219 g of dry diethylamine are added. The reaction mixture is kept at room temperature for 4 days and then filtered off. The Klinosorb-4 is washed with ether, the filtrate and the washing are combined, the solvent is distilled off and the residue is purified by distillation in vacuo to give 1-methyl-4-diethylamino-1,2,5,6-tetrahydropyridine with ...